Dataset: the Open Reaction Database (ORD), a public repository of structured organic reaction records. Task: describe an organic reaction: reactants, conditions, products, and yield The reactants are COC1=C(C=C(C=C1OC)C)O (2,3-dimethoxy-5-methylphenol), CN(C=O)C (dimethylformamide). Reagents/catalysts: C1=CC=C(C(=C1)C=NCCN=CC2=CC=CC=C2[O-])[O-].[Co+2] (salcomine). The product is COC=1C(C=C(C(C1OC)=O)C)=O (2,3-dimethoxy-5-methyl-1,4-benzoquinone). RXN SMILES: [CH3:1][O:2][C:3]1[C:8]([O:9][CH3:10])=[CH:7][C:6]([CH3:11])=[CH:5][C:4]=1[OH:12].CN(C)C=[O:16]>C1C=C(C=NCCN=CC2C([O-])=CC=CC=2)C([O-])=CC=1.[Co+2]>[CH3:1][O:2][C:3]1[C:4](=[O:12])[CH:5]=[C:6]([CH3:11])[C:7](=[O:16])[C:8]=1[O:9][CH3:10] |f:2.3|. Procedure: To a dimethylformamide solution (30 ml) of 2,3-dimethoxy-5-methylphenol (3 g) is added bis(salicylidene)ethylenediiminocobalt(II) (35 mg) and the mixture is reacted and worked up in the same manner as Example 7. The resultant crude crystals are recrystallized from hexane. The above procedure yields 2,3-dimethoxy-5-methyl-1,4-benzoquinone (2.13 g) as orange-yellow needles melting at 59° C.-60° C. Reactants: ClC1=NC2=CC3=C(C=C2C=C1)CC1(C(NC2=NC=CC=C21)=O)C3 ((±)-2-chloro-6,8-dihydrospiro[cyclopenta[g]quinoline-7,3′-pyrrolo[2,3-b]pyridin]-2′(1′H)-one), ClC1=NC2=CC3=C(C=C2C=C1)CC1(C(NC2=NC=CC=C21)=O)C3 ((±)-2-chloro-6,8-dihydrospiro[cyclopenta[g]quinoline-7,3′-pyrrolo[2,3-b]pyridin]-2′(1′H)-one), COC(=O)C=1C=C(C=CC1)B(O)O (3-methoxycarbonylphenylboronic acid), C([O-])([O-])=O.[K+].[K+] (potassium carbonate), O (H2O). Reagents/catalysts: Cl[Pd]([P](C1=CC=CC=C1)(C2=CC=CC=C2)C3=CC=CC=C3)([P](C4=CC=CC=C4)(C5=CC=CC=C5)C6=CC=CC=C6)Cl (PdCl2(PPh3)2). The solvent is COCCOC (1,2-dimethoxyethane). Product: O=C1C2(C=3C(=NC=CC3)N1)CC1=C(C=C3C=CC(=NC3=C1)C=1C=C(C(=O)OC)C=CC1)C2 ((±)-Methyl 3-(2′-oxo-1′,2′,6,8-tetrahydrospiro[cyclopenta[g]quinoline-7,3′-pyrrolo[2,3-b]pyridin]-2-yl)benzoate). RXN SMILES: Cl[C:2]1[CH:11]=[CH:10][C:9]2[C:4](=[CH:5][C:6]3[CH2:23][C:13]4([C:21]5[C:16](=[N:17][CH:18]=[CH:19][CH:20]=5)[NH:15][C:14]4=[O:22])[CH2:12][C:7]=3[CH:8]=2)[N:3]=1.[CH3:24][O:25][C:26]([C:28]1[CH:29]=[C:30](B(O)O)[CH:31]=[CH:32][CH:33]=1)=[O:27].C(=O)([O-])[O-].[K+].[K+].O>COCCOC.Cl[Pd](Cl)([P](C1C=CC=CC=1)(C1C=CC=CC=1)C1C=CC=CC=1)[P](C1C=CC=CC=1)(C1C=CC=CC=1)C1C=CC=CC=1>[O:22]=[C:14]1[NH:15][C:16]2=[N:17][CH:18]=[CH:19][CH:20]=[C:21]2[C:13]21[CH2:12][C:7]1[CH:8]=[C:9]3[C:4](=[CH:5][C:6]=1[CH2:23]2)[N:3]=[C:2]([C:32]1[CH:33]=[C:28]([CH:29]=[CH:30][CH:31]=1)[C:26]([O:25][CH3:24])=[O:27])[CH:11]=[CH:10]3 |f:2.3.4,^1:52,71|. Procedure: A stirred mixture of (±)-2-chloro-6,8-dihydrospiro[cyclopenta[g]quinoline-7,3′-pyrrolo[2,3-b]pyridin]-2′(1′H)-one (204 mg, 0.634 mmol, described in Intermediate 20), 3-methoxycarbonylphenylboronic acid (229 mg, 1.27 mmol), PdCl2(PPh3)2 (44 mg, 0.063 mmol), and potassium carbonate (290 mg, 2.10 mmol), in 1,2-dimethoxyethane (3 mL) and H2O (1 mL) was heated at 80° C. for 18 h. The cooled mixture was partitioned between H2O (40 mL) and EtOAc (40 mL). The organic layer was removed and the aqueous ph... Reaction SMILES: [Br:1][CH2:2][C:3](=[O:4])[NH:5][c:6]1[n:7][c:8]([N:26]([CH3:27])[CH3:28])[n:9](-[c:20]2[cH:21][cH:22][cH:23][cH:24][cH:25]2)[c:10]1[C:11](=[O:12])[O:13][C:14]([CH2:15][O:16][CH3:17])([CH3:18])[CH3:19].[K+:39].[K+:40].[NH:29]1[C:30](=[O:38])[CH2:31][c:32]2[cH:33][cH:34][cH:35][cH:36][c:37]21.[O-:41][C:42]([O-:43])=[O:44].[O:45]=[CH:46][N:47]([CH3:48])[CH3:49]>>[CH2:2]([C:3](=[O:4])[NH:5][c:6]1[n:7][c:8]([N:26]([CH3:27])[CH3:28])[n:9](-[c:20]2[cH:21][cH:22][cH:23][cH:24][cH:25]2)[c:10]1[C:11](=[O:12])[O:13][C:14]([CH2:15][O:16][CH3:17])([CH3:18])[CH3:19])[N:29]1[C:30](=[O:38])[CH2:31][c:32]2[cH:33][cH:34][cH:35][cH:36][c:37]21. Yields the product COCC(C)(C)OC(=O)c1c(NC(=O)CN2C(=O)Cc3ccccc32)nc(N(C)C)n1-c1ccccc1. Starting materials: COCC(C)(C)OC(=O)c1c(NC(=O)CBr)nc(N(C)C)n1-c1ccccc1, [K+], [K+], O=C1Cc2ccccc2N1, O=C([O-])[O-], CN(C)C=O.